This data is from the Open Reaction Database (ORD), a public repository of structured organic reaction records. The task is: describe an organic reaction: reactants, conditions, products, and yield Reactants: N1C(CC2=CC=CC=C12)=O (oxindole), N1C(=O)C(=O)C2=CC=CC=C12 (isatin), Cl (hydrochloric acid). Run in C(C)(=O)O (acetic acid). Product: C=1C=CC2=C(C1)/C(=C\3/C=4C=CC=CC4NC3=O)/C(=O)N2 (Isoindigo). Isolated yield 84.0%. RXN SMILES: [NH:1]1[C:9]2[C:4](=[CH:5][CH:6]=[CH:7][CH:8]=2)[CH2:3][C:2]1=[O:10].[NH:11]1[C:21]2[C:16](=[CH:17][CH:18]=[CH:19][CH:20]=2)[C:14](=O)[C:12]1=[O:13].Cl>C(O)(=O)C>[CH:18]1[CH:19]=[CH:20][C:21]2[NH:11][C:12](=[O:13])/[C:14](=[C:3]3\[C:4]4[CH:5]=[CH:6][CH:7]=[CH:8][C:9]=4[NH:1][C:2]\3=[O:10])/[C:16]=2[CH:17]=1. Reported procedure: Isoindigo was synthesized by reaction of oxindole with isatin in acetic acid with addition of hydrochloric acid (Wahl A., Bayard P., Comptes Rendues Hebdomadaires des Seances de L'Academie des Sciences, 148, (1909), 716-719). Reactants: Cl (hydrochloric acid), CO (methanol), C(C)(=O)SCCC1=NN(C=N1)C(C1=CC=CC=C1)(C1=CC=CC=C1)C1=CC=CC=C1 (3-(2-Acetylthioethyl)-1-triphenylmethyl-1,2,4-triazole). The solvent is C1CCOC1 (THF). Conditions: temperature 25 celsius, time 1.5 hour. Yields the product C(C)(=O)SCCC1=NNC=N1 (3-(2-Acetylthioethyl)-1H-1,2,4-triazole). RXN SMILES: [C:1]([S:4][CH2:5][CH2:6][C:7]1[N:11]=[CH:10][N:9](C(C2C=CC=CC=2)(C2C=CC=CC=2)C2C=CC=CC=2)[N:8]=1)(=[O:3])[CH3:2].Cl.CO>C1COCC1>[C:1]([S:4][CH2:5][CH2:6][C:7]1[N:11]=[CH:10][NH:9][N:8]=1)(=[O:3])[CH3:2]. Reported procedure: 3-(2-Acetylthioethyl)-1-triphenylmethyl-1,2,4-triazole (0.50) was dissolved in THF (2.5 ml). To the solution were added 10% hydrochloric acid (0.5 ml) and methanol (10 ml). The mixture was stirred for 1.5 hour at 25° C. The reaction mixture was concentrated, to which was added NaHCO3, to make the solution to be weakly basic, followed by extraction three times with THF-ethyl acetate (1:1, 10 ml). Organic layers were combined and dried over anhydrous magnesium sulfate, followed by concentration. T... Reactants: CSc1sc(C(=N)NC(=O)OC(C)(C)C)cc1S(=O)(=O)c1cccc(-c2c(C)cccc2COCCC(=O)O)c1, ClCCl, O=C(O)C(F)(F)F. Yields the product CSc1sc(C(=N)N)cc1S(=O)(=O)c1cccc(-c2c(C)cccc2COCCC(=O)O)c1. RXN SMILES: [C:1]([O:2][C:3](=[O:4])[NH:8][C:9]([c:10]1[cH:11][c:12]([S:17](=[O:18])(=[O:19])[c:20]2[cH:21][c:22](-[c:26]3[c:27]([CH2:33][O:34][CH2:35][CH2:36][C:37](=[O:38])[OH:39])[cH:28][cH:29][cH:30][c:31]3[CH3:32])[cH:23][cH:24][cH:25]2)[c:13]([S:15][CH3:16])[s:14]1)=[NH:40])([CH3:5])([CH3:6])[CH3:7].[Cl:48][CH2:49][Cl:50].[F:41][C:42]([F:43])([F:44])[C:45]([OH:46])=[O:47]>>[NH:8]=[C:9]([c:10]1[cH:11][c:12]([S:17](=[O:18])(=[O:19])[c:20]2[cH:21][c:22](-[c:26]3[c:27]([CH2:33][O:34][CH2:35][CH2:36][C:37](=[O:38])[OH:39])[cH:28][cH:29][cH:30][c:31]3[CH3:32])[cH:23][cH:24][cH:25]2)[c:13]([S:15][CH3:16])[s:14]1)[NH2:40]. Starting materials: CCO, CCOC(=O)c1ccc(N(C)c2cc3c(cc2C)C(C)=CCC3(C)C)cc1, CCOC(=O)c1ccc(C)cc1Nc1cc2c(cc1C)C(C)=CCC2(C)C, [K+], [OH-], O. The product is CCOC(=O)c1ccc(N(CC)c2cc3c(cc2C)C(C)=CCC3(C)C)cc1. Reaction SMILES: [CH2:55]([OH:56])[CH3:57].[CH3:1][N:2]([c:3]1[cH:4][cH:5][c:6]([C:7](=[O:8])[O:9][CH2:10][CH3:11])[cH:12][cH:13]1)[c:14]1[cH:15][c:16]2[c:21]([cH:22][c:23]1[CH3:24])[C:20]([CH3:25])=[CH:19][CH2:18][C:17]2([CH3:26])[CH3:27].[CH3:28][c:29]1[cH:30][cH:31][c:32]([C:33]([O:34][CH2:35][CH3:36])=[O:37])[c:38]([NH:39][c:40]2[c:41]([CH3:42])[cH:43][c:44]3[c:52]([cH:53]2)[C:49]([CH3:50])([CH3:51])[CH2:48][CH:47]=[C:45]3[CH3:46])[cH:54]1.[K+:59].[OH-:58].[OH2:60]>>[CH2:1]([N:2]([c:3]1[cH:4][cH:5][c:6]([C:7](=[O:8])[O:9][CH2:10][CH3:11])[cH:12][cH:13]1)[c:14]1[cH:15][c:16]2[c:21]([cH:22][c:23]1[CH3:24])[C:20]([CH3:25])=[CH:19][CH2:18][C:17]2([CH3:26])[CH3:27])[CH3:28]. Starting materials: C(C)N(CC(CN1C2=CC=CC=C2C=2C3=C(C4=C(C12)NC=1C=CC=CC14)C(N(C3=O)C)=O)O)CC ((±)-12-(3-diethylamino-2-hydroxy-1-propyl)-6,7,12,13-tetrahydro-6-methyl-5,7-dioxo-5H-indolo[2,3-a]pyrrolo[3,4-c]carbazole), Cl (hydrochloric acid), [OH-].[K+] (potassium hydroxide). Product: C(C)N(CC(CN1C2=CC=CC=C2C=2C3=C(C4=C(C12)NC=1C=CC=CC14)C(OC3=O)=O)O)CC ((±)-12-(3-Diethylamino-2-hydroxy-1-propyl)-6,7,12,13-tetrahydro-5,7-dioxoindolo-[2,3-a]furano[3,4-c]carbazole). As a reaction SMILES: [CH2:1]([N:3]([CH2:34][CH3:35])[CH2:4][CH:5]([OH:33])[CH2:6][N:7]1[C:19]2[C:18]3[NH:20][C:21]4[CH:22]=[CH:23][CH:24]=[CH:25][C:26]=4[C:17]=3[C:16]3[C:27](=[O:32])N(C)[C:29](=[O:30])[C:15]=3[C:14]=2[C:13]2[C:8]1=[CH:9][CH:10]=[CH:11][CH:12]=2)[CH3:2].Cl.[OH-:37].[K+]>>[CH2:34]([N:3]([CH2:1][CH3:2])[CH2:4][CH:5]([OH:33])[CH2:6][N:7]1[C:19]2[C:18]3[NH:20][C:21]4[CH:22]=[CH:23][CH:24]=[CH:25][C:26]=4[C:17]=3[C:16]3[C:27](=[O:37])[O:32][C:29](=[O:30])[C:15]=3[C:14]=2[C:13]2[C:8]1=[CH:9][CH:10]=[CH:11][CH:12]=2)[CH3:35] |f:2.3|. Reported procedure: The starting material is prepared in the following manner: 440 mg (0.94 mmol) (±)-12-(3-diethylamino-2-hydroxy-1-propyl)-6,7,12,13-tetrahydro-6-methyl-5,7-dioxo-5H-indolo[2,3-a]pyrrolo[3,4-c]carbazole are heated under reflux for 1.5 hours in 100 ml 10% methanolic potassium hydroxide solution. After cooling the reaction mixture is acidified with semi-concentrated hydrochloric acid, filtered and the filtrate evaporated. The residue is taken up in 10% potassium carbonate solution and ethyl acetate ... Reactants: CN(C(=O)OC(C)(C)C)c1ccc(C(=O)O)cc1, CC#N, Nc1cnc2ccccc2c1. Yields the product CN(C(=O)OC(C)(C)C)c1ccc(C(=O)Nc2cnc3ccccc3c2)cc1. RXN SMILES: [C:1]([CH3:2])([CH3:3])([CH3:4])[O:5][C:6](=[O:7])[N:8]([c:9]1[cH:10][cH:11][c:12]([C:13](=[O:14])[OH:15])[cH:16][cH:17]1)[CH3:18].[CH3:30][C:31]#[N:32].[n:19]1[cH:20][c:21]([NH2:29])[cH:22][c:23]2[cH:24][cH:25][cH:26][cH:27][c:28]12>>[C:1]([CH3:2])([CH3:3])([CH3:4])[O:5][C:6](=[O:7])[N:8]([c:9]1[cH:10][cH:11][c:12]([C:13](=[O:15])[NH:29][c:21]2[cH:20][n:19][c:28]3[c:23]([cH:22]2)[cH:24][cH:25][cH:26][cH:27]3)[cH:16][cH:17]1)[CH3:18]. Starting materials: FC(C(=O)O)(F)F.C1(CCCC1)C(=O)N1CC(CC(C1)C1=CC=C(C=C1)CC)N (1-(cyclopentylcarbonyl)-5-(4-ethylphenyl)piperidine-3-amine trifluoroacetate), N1(CCCC1)C(=O)Cl (pyrrolidine-N-carbonyl chloride). The product is C1(CCCC1)C(=O)N1CC(CC(C1)C1=CC=C(C=C1)CC)NC(=O)N1CCCC1 (N-[1-(Cyclopentylcarbonyl)-5-(4-ethylphenyl)piperidin-3-yl]pyrrolidine-1-carboxamide). Reaction SMILES: FC(F)(F)C(O)=O.[CH:8]1([C:13]([N:15]2[CH2:20][CH:19]([C:21]3[CH:26]=[CH:25][C:24]([CH2:27][CH3:28])=[CH:23][CH:22]=3)[CH2:18][CH:17]([NH2:29])[CH2:16]2)=[O:14])[CH2:12][CH2:11][CH2:10][CH2:9]1.[N:30]1([C:35](Cl)=[O:36])[CH2:34][CH2:33][CH2:32][CH2:31]1>>[CH:8]1([C:13]([N:15]2[CH2:20][CH:19]([C:21]3[CH:22]=[CH:23][C:24]([CH2:27][CH3:28])=[CH:25][CH:26]=3)[CH2:18][CH:17]([NH:29][C:35]([N:30]3[CH2:34][CH2:33][CH2:32][CH2:31]3)=[O:36])[CH2:16]2)=[O:14])[CH2:9][CH2:10][CH2:11][CH2:12]1 |f:0.1|. Procedure: 57 mg (0.12 mmol) of 1-(cyclopentylcarbonyl)-5-(4-ethylphenyl)piperidine-3-amine trifluoroacetate (Example 7A) and 20 mg (0.15 mmol, 1.3 eq.) of pyrrolidine-N-carbonyl chloride were reacted according to General Method 3. Yield: 24 mg (52% of theory) Reactants: [Al+3], [Cl-], [Cl-], [Cl-], Clc1nc(-c2ccccc2)nc(-c2ccccc2)n1, Oc1ccc(Cl)c(O)c1, Cl, Cc1ccccc1C. Yields the product Oc1cc(O)c(-c2nc(-c3ccccc3)nc(-c3ccccc3)n2)cc1Cl. Reaction SMILES: [Al+3:21].[Cl-:20].[Cl-:22].[Cl-:23].[Cl:1][c:2]1[n:3][c:4](-[c:14]2[cH:15][cH:16][cH:17][cH:18][cH:19]2)[n:5][c:6](-[c:8]2[cH:9][cH:10][cH:11][cH:12][cH:13]2)[n:7]1.[Cl:24][c:25]1[c:26]([OH:32])[cH:27][c:28]([OH:29])[cH:30][cH:31]1.[ClH:33].[c:34]1([CH3:35])[c:36]([CH3:37])[cH:38][cH:39][cH:40][cH:41]1>>[c:2]1(-[c:30]2[c:28]([OH:29])[cH:27][c:26]([OH:32])[c:25]([Cl:24])[cH:31]2)[n:3][c:4](-[c:14]2[cH:15][cH:16][cH:17][cH:18][cH:19]2)[n:5][c:6](-[c:8]2[cH:9][cH:10][cH:11][cH:12][cH:13]2)[n:7]1.